Task: describe an organic reaction: reactants, conditions, products, and yield. Dataset: the Open Reaction Database (ORD), a public repository of structured organic reaction records Reactants: C(C=C)#N (acrylonitrile), NC1C(CCCC1)N (1,2-Diaminocyclohexane). Product: C(#N)CCNC1C(CCCC1)N (N-(2-cyanoethyl)-1,2-diaminocyclohexane), ( 2 ), C(C=C)#N (acrylonitrile). Reaction SMILES: [NH2:1][CH:2]1[CH2:7][CH2:6][CH2:5][CH2:4][CH:3]1[NH2:8].[C:9](#[N:12])[CH:10]=[CH2:11]>>[C:9]([CH2:10][CH2:11][NH:1][CH:2]1[CH2:7][CH2:6][CH2:5][CH2:4][CH:3]1[NH2:8])#[N:12].[C:2](#[N:1])[CH:3]=[CH2:4]. Procedure: 1,2-Diaminocyclohexane (1) is cyanoethylated with acrylonitrile in the presence of an acid catalyst (Equation 1). With one mole ##STR7## of acrylonitrile the monocyanoethylated product, N-(2-cyanoethyl)-1,2-diaminocyclohexane, (2) is formed, whereas two moles of acrylonitrile react to give the dicyanoethylated product, N,N'-di-(2-cyanoethyl)-1,2-diaminocyclohexane, (3). Reactants: C(=O)O (formic acid), C[C@]12CC[C@@H]3C=4C=CC(=CC4CC[C@H]3[C@@H]1CCC2=O)O (estrone), ClS(=O)(=O)N=C=O (chlorosulfonyl isocyanate). Solvent: CN(C(C)=O)C (N,N-dimethyl acetamide), CN(C(C)=O)C (N,N-dimethyl acetamide), ClCCl (dichloromethane). Conditions: time 17 hour. Yields the product S(N)(OC1=CC=2CC[C@H]3[C@@H]4CCC([C@@]4(C)CC[C@@H]3C2C=C1)=O)(=O)=O (17-Oxoestra-1,3,5(10)-triene-3-yl Sulfamate). RXN SMILES: C(O)=O.Cl[S:5]([N:8]=C=O)(=[O:7])=[O:6].[CH3:11][C@@:12]12[C:28](=[O:29])[CH2:27][CH2:26][C@H:25]1[C@H:24]1[C@@H:15]([C:16]3[CH:17]=[CH:18][C:19]([OH:30])=[CH:20][C:21]=3[CH2:22][CH2:23]1)[CH2:14][CH2:13]2>ClCCl.CN(C)C(=O)C>[S:5](=[O:6])(=[O:7])([O:30][C:19]1[CH:18]=[CH:17][C:16]2[C@@H:15]3[C@H:24]([C@H:25]4[C@@:12]([CH2:13][CH2:14]3)([CH3:11])[C:28](=[O:29])[CH2:27][CH2:26]4)[CH2:23][CH2:22][C:21]=2[CH:20]=1)[NH2:8]. Procedure: A mixture of formic acid (284.92 mmol) and N,N-dimethyl acetamide (3.03 mmol) was added to a stirred solution of chlorosulfonyl isocyanate (277.47 mmol) in dichloromethane (87.5 ml) at 42° C. within a period of 3.5 hours. The mixture was heated to reflux for 15 minutes and cooled to ambient temperature. The resulting mixture was added to a stirred solution of estrone (184.93 mmol) in N,N-dimethyl acetamide (625 ml) at ambient temperature within a period of 20 minutes. The mixture was stirred at ... The reactants are B, CN1C(=O)C2CCCN2C(=O)c2cc(C(F)(F)F)ccc21, C1CCOC1. Yields the product CN1C(=O)C2CCCN2Cc2cc(C(F)(F)F)ccc21. As a reaction SMILES: [BH3:22].[CH3:1][N:2]1[C:3](=[O:21])[CH:4]2[N:5]([C:6](=[O:17])[c:7]3[c:8]1[cH:9][cH:10][c:11]([C:13]([F:14])([F:15])[F:16])[cH:12]3)[CH2:18][CH2:19][CH2:20]2.[O:23]1[CH2:24][CH2:25][CH2:26][CH2:27]1>>[CH3:1][N:2]1[C:3](=[O:21])[CH:4]2[N:5]([CH2:6][c:7]3[c:8]1[cH:9][cH:10][c:11]([C:13]([F:14])([F:15])[F:16])[cH:12]3)[CH2:18][CH2:19][CH2:20]2. The reactants are C(C)O (ethyl alcohol), [OH-].[Na+] (sodium hydroxide), ( 10-11 ), C1=CC2=C(C=CC(=C2C=C1S(=O)(=O)O)N)S(=O)(=O)O (1-naphthylamine-4,7-disulfonic acid). Solvent: O (water). The product is [Na+].[Na+].NC1=CC=C(C2=CC=C(C=C12)S(=O)(=O)[O-])S(=O)(=O)[O-] (4-amino-1,6-naphthalenedisulfonic acid disodium salt). Reaction SMILES: [CH:1]1[C:10]([S:11]([OH:14])(=[O:13])=[O:12])=[CH:9][C:8]2[C:3](=[C:4]([S:16]([OH:19])(=[O:18])=[O:17])[CH:5]=[CH:6][C:7]=2[NH2:15])[CH:2]=1.[OH-].[Na+:21].C(O)C>O>[Na+:21].[Na+:21].[NH2:15][C:7]1[C:8]2[C:3](=[CH:2][CH:1]=[C:10]([S:11]([O-:14])(=[O:13])=[O:12])[CH:9]=2)[C:4]([S:16]([O-:19])(=[O:18])=[O:17])=[CH:5][CH:6]=1 |f:1.2,5.6.7|. Procedure: A 50.0 g amount of (61.5%) 1-naphthylamine-4,7-disulfonic acid is dissolved in 150 ml of water and 5N sodium hydroxide is added until basic pH (10-11). The solution is warmed and ethyl alcohol is added until a precipitate forms. The solid is collected by filtration, washed with 85% ethyl alcohol, ethyl alcohol and ether and is dried in vacuo at 110° C. to give 31.0 g of 4-amino-1,6-naphthalenedisulfonic acid disodium salt. The reactants are CN([SiH](C)C)[Si](C)(C)C, CO, NC=O, O=c1ccn(C2CC2CCO)c(=O)[nH]1. Product: Nc1ccn(C2CC2CCO)c(=O)n1. RXN SMILES: [CH3:15][SiH:16]([N:17]([CH3:19])[Si:20]([CH3:21])([CH3:22])[CH3:23])[CH3:18].[CH3:27][OH:28].[CH:24]([NH2:25])=[O:26].[OH:1][CH2:2][CH2:3][CH:4]1[CH:5]([n:7]2[c:8](=[O:9])[nH:10][c:11](=[O:12])[cH:13][cH:14]2)[CH2:6]1>>[OH:1][CH2:2][CH2:3][CH:4]1[CH:5]([n:7]2[c:8](=[O:9])[n:10][c:11]([NH2:17])[cH:13][cH:14]2)[CH2:6]1. Reactants: F[C@@H]1CCN(CC[C@@H]1OS(=O)(=O)C1=CC=C(C=C1)[N+](=O)[O-])C(=O)OC(C)(C)C (cis-tert-butyl 4-fluoro-5-(4-nitrophenylsulfonyloxy)azepane-1-carboxylate), N=1N=C(N2C1C=CC=C2)C2=NC1=C(C=C(C=C1C=C2)F)O (2-([1,2,4]triazolo[4,3-a]pyridin-3-yl)-6-fluoroquinolin-8-ol), C(C)(C)(C)N=C(N(C)C)N(C)C (2-tert-butyl-1,1,3,3-tetramethylguanidine). The solvent is CC#N (CH3CN), O (water). Conditions: temperature 40 celsius, time 8 hour. Product: N=1N=C(N2C1C=CC=C2)C2=NC1=C(C=C(C=C1C=C2)F)O[C@@H]2CCN(CC[C@H]2F)C(=O)OC(C)(C)C (trans-tert-butyl 4-(2-([1,2,4]triazolo[4,3-a]pyridin-3-yl)-6-fluoroquinolin-8-yloxy)-5-fluoroazepane-1-carboxylate). RXN SMILES: [F:1][C@H:2]1[C@@H:8]([O:9]S(C2C=CC([N+]([O-])=O)=CC=2)(=O)=O)[CH2:7][CH2:6][N:5]([C:22]([O:24][C:25]([CH3:28])([CH3:27])[CH3:26])=[O:23])[CH2:4][CH2:3]1.[N:29]1[N:30]=[C:31]([C:38]2[CH:47]=[CH:46][C:45]3[C:40](=[C:41](O)[CH:42]=[C:43]([F:48])[CH:44]=3)[N:39]=2)[N:32]2[CH:37]=[CH:36][CH:35]=[CH:34][C:33]=12.C(N=C(N(C)C)N(C)C)(C)(C)C>CC#N.O>[N:29]1[N:30]=[C:31]([C:38]2[CH:47]=[CH:46][C:45]3[C:40](=[C:41]([O:9][C@H:8]4[C@H:2]([F:1])[CH2:3][CH2:4][N:5]([C:22]([O:24][C:25]([CH3:26])([CH3:27])[CH3:28])=[O:23])[CH2:6][CH2:7]4)[CH:42]=[C:43]([F:48])[CH:44]=3)[N:39]=2)[N:32]2[CH:37]=[CH:36][CH:35]=[CH:34][C:33]=12. Procedure: cis-tert-butyl 4-fluoro-5-(4-nitrophenylsulfonyloxy)azepane-1-carboxylate (0.484 g, 1.16 mmol) and 2-([1,2,4]triazolo[4,3-a]pyridin-3-yl)-6-fluoroquinolin-8-ol (0.300 g, 1.07 mmol) were slurried in CH3CN (5.0 mL). To this mixture was added 2-tert-butyl-1,1,3,3-tetramethylguanidine (0.259 mL, 1.28 mmol) dropwise. The dark solution was warmed to 40° C. and stirred overnight. The mixture was cooled to ambient temperature and diluted with water (10 mL) and stirred for 15 minutes, then filtered. The ... Reactants: Br[C@@H]1C[C@@H](OC1)CS(=O)(=O)C1=CC=C(C=C1)F (cis-(+/-)-4-Bromo-2-[[(4-fluorophenyl)sulfonyl]methyl]tetrahydrofuran), C(C)(=S)[O-].[K+] (potassium thioacetate). The solvent is C(C)#N (acetonitrile). The product is FC1=CC=C(C=C1)S(=O)(=O)C[C@H]1C[C@@H](CO1)SC(C)=O (Ethanethioic acid trans-(+/-)-S-[5-[[(4-fluorophenyl)sulfonyl]methyl]tetrahydro-3-furanyl]ester). Isolated yield 55.8%. As a reaction SMILES: Br[C@H:2]1[CH2:6][O:5][C@@H:4]([CH2:7][S:8]([C:11]2[CH:16]=[CH:15][C:14]([F:17])=[CH:13][CH:12]=2)(=[O:10])=[O:9])[CH2:3]1.[C:18]([O-:21])(=[S:20])[CH3:19].[K+]>C(#N)C>[F:17][C:14]1[CH:15]=[CH:16][C:11]([S:8]([CH2:7][C@@H:4]2[O:5][CH2:6][C@@H:2]([S:20][C:18](=[O:21])[CH3:19])[CH2:3]2)(=[O:10])=[O:9])=[CH:12][CH:13]=1 |f:1.2|. Procedure: The title compound is prepared by the procedure of Example 5 using 0.969 g of product from Example 30, 0.360 g of potassium thioacetate, and 9 ml of acetonitrile to give 0.533 g of the desired product.